From a dataset of the Open Reaction Database (ORD), a public repository of structured organic reaction records. describe an organic reaction: reactants, conditions, products, and yield Reactants: C[Mg]Br (Methylmagnesium bromide), C1(=CC=CC=C1)C (toluene), C1CCOC1 (THF), C1CCOC1 (THF), O=C1OC[C@@H](N1)CC(=O)OCC1=CC=CC=C1 (benzyl [(4S)-2-oxo-1,3-oxazolidin-4-yl]acetate), resultant mixture. The solvent is C(C)(=O)O (acetic acid), O (water). Run at time 2 hour. Product: OC(C[C@@H]1NC(OC1)=O)(C)C ((4S)-4-(2-hydroxy-2-methylpropyl)-1,3-oxazolidin-2-one). As a reaction SMILES: C[Mg]Br.[C:4]1([CH3:10])[CH:9]=C[CH:7]=[CH:6][CH:5]=1.C1C[O:14]CC1.[O:16]=[C:17]1[NH:21][C@@H](CC(OCC2C=CC=CC=2)=O)C[O:18]1>C(O)(=O)C.O>[OH:14][C:4]([CH3:10])([CH3:9])[CH2:5][C@H:6]1[CH2:7][O:18][C:17](=[O:16])[NH:21]1. Procedure: Methylmagnesium bromide (227 mL of 3M solution in diethyl ether) was added to a mixture of toluene (340 mL) and THF (340 mL) at −20° C. A warm THF solution (170 mL) of the ester from Step 2 (40 g) was then added dropwise maintaining the temperature below −10° C. The mixture was aged for 2 hours and was then slowly added to a mixture of water (1000 mL) and acetic acid (200 mL) and the resultant mixture was stirred for 2 hours at room temperature. The aqueous layer was separated and the organic la... The reactants are CC1(SC2=CC=C(C=C2C(=C1)OS(=O)(=O)C(F)(F)F)C#CC1=CC=C(C(=O)OCC)C=C1)C (ethyl 4-(2,2-dimethyl-4-trifluoromethanesulfonyloxy-(2H)-thiochromen-6-ylethynyl)-benzoate), C(C)C=1SC=CC1 (2-ethylthiophene), C(CCC)[Li] (n-butyllithium), solution, CC1(SC2=CC=C(C=C2C(=C1)OS(=O)(=O)C(F)(F)F)C#CC1=CC=C(C(=O)OCC)C=C1)C (ethyl 4-(2,2-dimethyl-4-trifluoromethanesulfonyloxy-(2H)-thiochromen-6-ylethynyl)-benzoate). Reagents/catalysts: [Pd].C1(=CC=CC=C1)P(C1=CC=CC=C1)C1=CC=CC=C1.C1(=CC=CC=C1)P(C1=CC=CC=C1)C1=CC=CC=C1.C1(=CC=CC=C1)P(C1=CC=CC=C1)C1=CC=CC=C1.C1(=CC=CC=C1)P(C1=CC=CC=C1)C1=CC=CC=C1 (tetrakis(triphenylphosphine) palladium(0)), [Cl-].[Cl-].[Zn+2] (ZnCl2). The solvent is C1CCOC1 (THF), C1CCOC1 (THF), hexanes, C1CCOC1 (THF). Reaction conditions: temperature 0 celsius, time 40 minute. Yields the product C(C)C1(SC=CC1)C1=CC(SC2=CC=C(C=C12)C#CC1=CC=C(C(=O)OCC)C=C1)(C)C (Ethyl 4-[[4-(2-ethyl-thiophen-2-yl)-2,2-dimethyl-(2H)-thiochromen-6-yl]-ethynyl]-benzoate), EtOAc hexanes. Isolated yield 1.2%. RXN SMILES: [CH2:1]([C:3]1[S:4][CH:5]=[CH:6][CH:7]=1)[CH3:2].C([Li])CCC.[CH3:13][C:14]1([CH3:45])[CH:23]=[C:22](OS(C(F)(F)F)(=O)=O)[C:21]2[C:16](=[CH:17][CH:18]=[C:19]([C:32]#[C:33][C:34]3[CH:44]=[CH:43][C:37]([C:38]([O:40][CH2:41][CH3:42])=[O:39])=[CH:36][CH:35]=3)[CH:20]=2)[S:15]1>C1COCC1.[Cl-].[Cl-].[Zn+2].[Pd].C1(P(C2C=CC=CC=2)C2C=CC=CC=2)C=CC=CC=1.C1(P(C2C=CC=CC=2)C2C=CC=CC=2)C=CC=CC=1.C1(P(C2C=CC=CC=2)C2C=CC=CC=2)C=CC=CC=1.C1(P(C2C=CC=CC=2)C2C=CC=CC=2)C=CC=CC=1>[CH2:1]([C:3]1([C:22]2[C:21]3[C:16](=[CH:17][CH:18]=[C:19]([C:32]#[C:33][C:34]4[CH:44]=[CH:43][C:37]([C:38]([O:40][CH2:41][CH3:42])=[O:39])=[CH:36][CH:35]=4)[CH:20]=3)[S:15][C:14]([CH3:13])([CH3:45])[CH:23]=2)[CH2:7][CH:6]=[CH:5][S:4]1)[CH3:2] |f:4.5.6,7.8.9.10.11|. Reported procedure: A solution of 2-ethylthiophene (112.0 mg, 1.00 mmol) in 2.0 mL of THF was cooled to -78° C. and n-butyllithium (64.0 mg, 1.00 mmol, 0.63 ml of a 1.6M solution in hexanes) was added and the solution warmed to 0° C. during 1.5 hours. A solution of ZnCl2 (218.0 mg, 1.60 mmol) in 3.0 mL THF was slowly added via cannula. The resulting solution was warmed to room temperature, stirred for 40 minutes, and transferred via cannula to a solution of ethyl 4-[(2,2-dimethyl-4-trifluoromethanesulfonyloxy-(2H)-... The reactants are ClC1=CC=C(C=C1)S(=O)(=O)N[C@@H]1[C@@H](CCCCC1)C(=O)N (cis-2-(4-chlorobenzenesulfonylamino)-cycloheptanecarboxylic acid amide), BrCC1=CC=C(C(=O)OC)C=C1 (methyl 4-(bromomethyl)benzoate). The product is COC(C1=CC=C(C=C1)CN(S(=O)(=O)C1=CC=C(C=C1)Cl)[C@H]1[C@H](CCCCC1)C(N)=O)=O (cis-4-[[(2-Carbamoyl-cycloheptyl)-(4-chlorobenzenesulfonyl)-amino]-methyl]-benzoic acid methyl ester). Yield: 28.0%. As a reaction SMILES: [Cl:1][C:2]1[CH:7]=[CH:6][C:5]([S:8]([NH:11][C@H:12]2[CH2:18][CH2:17][CH2:16][CH2:15][CH2:14][C@H:13]2[C:19]([NH2:21])=[O:20])(=[O:10])=[O:9])=[CH:4][CH:3]=1.Br[CH2:23][C:24]1[CH:33]=[CH:32][C:27]([C:28]([O:30][CH3:31])=[O:29])=[CH:26][CH:25]=1>>[CH3:31][O:30][C:28](=[O:29])[C:27]1[CH:32]=[CH:33][C:24]([CH2:23][N:11]([C@@H:12]2[CH2:18][CH2:17][CH2:16][CH2:15][CH2:14][C@@H:13]2[C:19](=[O:20])[NH2:21])[S:8]([C:5]2[CH:6]=[CH:7][C:2]([Cl:1])=[CH:3][CH:4]=2)(=[O:9])=[O:10])=[CH:25][CH:26]=1. Procedure: The titled compound (321 mg) was prepared in 28% yield from cis-2-(4-chlorobenzenesulfonylamino)-cycloheptanecarboxylic acid amide (800 mg, 2.42 mmol) and methyl 4-(bromomethyl)benzoate according to the N-alkylation procedure described in Example 11: 1H NMR (DMSO-d6) δ 7.83 (m, 4 H), 7.65 (d, 2 H,J=8.0 Hz), 7.45 (d, 2 H, J=12.0 Hz), 7.31 (s br, 1 H), 6.64 (s br, 1 H), 4.60 (AB2,2 H,Δv=16,Jab=92 Hz), 3.96 (m, 1 H), 3.85 (m, 3 H), 2.78 (m, 1 H), 2.28 (m, 1 H), 1.72 (m, 2 H), 1.35 (m, 7 H); MS m/e ... Reactants: C(CCCCCCCCC)C(C(=O)OCC)C(=O)OCC (diethyl decylmalonate), [O-]CC.[Na+] (sodium ethoxide), NC(=O)N (urea). Run in C(C)O (ethanol). Product: C(CCCCCCCCC)C1C(NC(NC1=O)=O)=O (5-Decylbarbituric Acid). Reaction SMILES: [CH2:1]([CH:11]([C:17]([O:19]CC)=O)[C:12]([O:14]CC)=O)[CH2:2][CH2:3][CH2:4][CH2:5][CH2:6][CH2:7][CH2:8][CH2:9][CH3:10].[O-]CC.[Na+].[NH2:26][C:27]([NH2:29])=[O:28]>C(O)C>[CH2:1]([CH:11]1[C:12](=[O:14])[NH:29][C:27](=[O:28])[NH:26][C:17]1=[O:19])[CH2:2][CH2:3][CH2:4][CH2:5][CH2:6][CH2:7][CH2:8][CH2:9][CH3:10] |f:1.2|. Procedure details: To a solution of diethyl decylmalonate of step a) in 40 ml of ethanol are added 2.72 g of sodium ethoxide and then 1.8 g of urea. The reaction mixture is refluxed for 2 hours, then the precipitate is filtered and redissolved in 40 ml of water. The resulting aqueous solution is acidified with 6 N hydrochloric acid. The solid which separates is recovered by filtration and dried under vacuum at 40° C. overnight, to give 2.152 g of the product, m.p. 190° C. The reactants are C(#N)C12C3=CC=CC=C3C(C=3C=CC=CC13)C(C2)(C(=O)O)C (9-cyano-9,10-dihydro-11-methyl-9,10-ethanoanthracene-11-carboxylic acid), N1=CC=CC=C1 (pyridine), N1=C(F)N=C(F)N=C1F (cyanuric fluoride). The solvent is Cl (HCl), C(Cl)Cl (DCM). Run at time 30 minute. Yields the product C(#N)C12C3=CC=CC=C3C(C=3C=CC=CC13)C(C2)(C(=O)F)C (9-cyano-9,10-dihydro-11-methyl-9,10-ethano-anthracene-11-carboxylic acid fluoride). Yield: 91.0%. As a reaction SMILES: [C:1]([C:3]12[CH2:18][C:17]([CH3:22])([C:19](O)=[O:20])[CH:10]([C:11]3[CH:12]=[CH:13][CH:14]=[CH:15][C:16]=31)[C:9]1[C:4]2=[CH:5][CH:6]=[CH:7][CH:8]=1)#[N:2].N1C=CC=CC=1.N1C(F)=NC(F)=NC=1[F:31]>C(Cl)Cl.Cl>[C:1]([C:3]12[CH2:18][C:17]([CH3:22])([C:19]([F:31])=[O:20])[CH:10]([C:11]3[CH:12]=[CH:13][CH:14]=[CH:15][C:16]=31)[C:9]1[C:4]2=[CH:5][CH:6]=[CH:7][CH:8]=1)#[N:2]. Reported procedure: To a solution of 9-cyano-9,10-dihydro-11-methyl-9,10-ethanoanthracene-11-carboxylic acid (hereafter called Core A) (5.26 g, 18.2 mmol) and pyridine (2.2 mL, 27.0 mmol) in 10 mL of DCM was added a solution of cyanuric fluoride (2.14 g, 27.0 mmol) dropwise. After stirring 30 min, the reaction was diluted with 1N HCl, and extracted 2×DCM. The DCM extracts were dried over MgSO4. The solution was filtered, concentrated by rotary evaporator to give 4.8 g (91%) of 9-cyano-9,10-dihydro-11-methyl-9,10-et... Reactants: CO, [Na+], [OH-], COC(=O)C1Cc2c([nH]c3ccccc23)C(CO)N1. The product is O=C(O)C1Cc2c([nH]c3ccccc23)C(CO)N1. RXN SMILES: [CH3:22][OH:23].[Na+:21].[OH-:20].[OH:1][CH2:2][CH:3]1[NH:4][CH:5]([C:16](=[O:17])[O:18][CH3:19])[CH2:6][c:7]2[c:8]3[cH:9][cH:10][cH:11][cH:12][c:13]3[nH:14][c:15]21>>[OH:1][CH2:2][CH:3]1[NH:4][CH:5]([C:16](=[O:17])[OH:18])[CH2:6][c:7]2[c:8]3[cH:9][cH:10][cH:11][cH:12][c:13]3[nH:14][c:15]21. Reactants: C[Li] (methyl lithium), CCOCC (ether), CC1=CC(=NC=2N1C=C(N2)CSC=2NC=C(N2)C2=CC=CC=C2)C (5,7-Dimethyl-2-(4-phenyl-1H-imidazol-2-ylsulfanylmethyl)-imidazo[1,2-a]pyrimidine), ClCCN1CCOCC1 (N-(2-chloroethyl)morpholine). Run in O (water), CS(=O)C (dimethyl sulfoxide), CS(=O)C (dimethyl sulfoxide). Run at time 40 minute. Product: CC1=CC(=NC=2N1C=C(N2)C(CCN2CCOCC2)SC=2NC=C(N2)C2=CC=CC=C2)C (5,7-Dimethyl-2-[1-(2-morpholin-4-yl-ethyl)-4-phenyl-1H-imidazol-2-ylsulfanylmethyl]-imidazo[1,2-a]pyrimidine). Reaction SMILES: C[Li].CCOCC.[CH3:8][C:9]1[N:14]2[CH:15]=[C:16]([CH2:18][S:19][C:20]3[NH:21][CH:22]=[C:23]([C:25]4[CH:30]=[CH:29][CH:28]=[CH:27][CH:26]=4)[N:24]=3)[N:17]=[C:13]2[N:12]=[C:11]([CH3:31])[CH:10]=1.Cl[CH2:33][CH2:34][N:35]1[CH2:40][CH2:39][O:38][CH2:37][CH2:36]1>CS(C)=O.O>[CH3:8][C:9]1[N:14]2[CH:15]=[C:16]([CH:18]([S:19][C:20]3[NH:21][CH:22]=[C:23]([C:25]4[CH:30]=[CH:29][CH:28]=[CH:27][CH:26]=4)[N:24]=3)[CH2:33][CH2:34][N:35]3[CH2:40][CH2:39][O:38][CH2:37][CH2:36]3)[N:17]=[C:13]2[N:12]=[C:11]([CH3:31])[CH:10]=1. Reported procedure: A solution of methyl lithium in ether (1.60 M, 0.205 mL, 0.328 mmol) was added dropwise to dimethyl sulfoxide (2.00 mL, 28.2 mmol) and the mixture left to stir for 40 minutes at room temperature. A solution of 5,7-Dimethyl-2-(4-phenyl-1H-imidazol-2-ylsulfanylmethyl)-imidazo[1,2-a]pyrimidine (0.100 g, 0.298 mmol) and N-(2-chloroethyl)morpholine (0.0666 g, 0.358 mmol) in dimethyl sulfoxide was added dropwise to the generated dimsyl anion. The resulting mixture was stirred at 80° C. for 45 minutes....